This data is from the Open Reaction Database (ORD), a public repository of structured organic reaction records. The task is: describe an organic reaction: reactants, conditions, products, and yield Reactants: CCOc1cc(C(C)(C)C)ncc1C1=NC(C)(c2ccc(Cl)cc2)C(C)(c2ccc(Cl)cc2)N1C(=O)N1CCC(C(=O)OC)CC1, Cl, [Li+], C1CCOC1, [OH-], O, O. Yields the product CCOc1cc(C(C)(C)C)ncc1C1=NC(C)(c2ccc(Cl)cc2)C(C)(c2ccc(Cl)cc2)N1C(=O)N1CCC(C(=O)O)CC1. RXN SMILES: [CH3:1][O:2][C:3](=[O:4])[CH:5]1[CH2:6][CH2:7][N:8]([C:11](=[O:12])[N:13]2[C:14]([c:34]3[cH:35][n:36][c:37]([C:43]([CH3:44])([CH3:45])[CH3:46])[cH:38][c:39]3[O:40][CH2:41][CH3:42])=[N:15][C:16]([CH3:26])([c:27]3[cH:28][cH:29][c:30]([Cl:33])[cH:31][cH:32]3)[C:17]2([CH3:18])[c:19]2[cH:20][cH:21][c:22]([Cl:25])[cH:23][cH:24]2)[CH2:9][CH2:10]1.[ClH:50].[Li+:49].[O:52]1[CH2:53][CH2:54][CH2:55][CH2:56]1.[OH-:48].[OH2:47].[OH2:51]>>[O:2]=[C:3]([OH:4])[CH:5]1[CH2:6][CH2:7][N:8]([C:11](=[O:12])[N:13]2[C:14]([c:34]3[cH:35][n:36][c:37]([C:43]([CH3:44])([CH3:45])[CH3:46])[cH:38][c:39]3[O:40][CH2:41][CH3:42])=[N:15][C:16]([CH3:26])([c:27]3[cH:28][cH:29][c:30]([Cl:33])[cH:31][cH:32]3)[C:17]2([CH3:18])[c:19]2[cH:20][cH:21][c:22]([Cl:25])[cH:23][cH:24]2)[CH2:9][CH2:10]1. Starting materials: BrC1=CC=2C3=C(C=NC2C=C1)N(C(N3C=3C(=NN(C3)C)C)=O)C (8-bromo-1-(1,3-dimethyl-1H-pyrazol-4-yl)-3-methyl-1,3-dihydro-imidazo[4,5-c]quinolin-2-one), BrC1=CC=2C3=C(C=NC2C=C1)N(C(N3C=3C(=NN(C3)C)C)=O)C (8-bromo-1-(1,3-dimethyl-1H-pyrazol-4-yl)-3-methyl-1,3-dihydro-imidazo[4,5-c]quinolin-2-one), CC1(OB(OC1(C)C)C=1C=NC(=NC1)N)C (5-(4,4,5,5-tetramethyl-[1,3,2]dioxaborolan-2-yl)-pyrimidin-2-ylamine). Yields the product NC1=NC=C(C=N1)C1=CC=2C3=C(C=NC2C=C1)N(C(N3C=3C(=NN(C3)C)C)=O)C (8-(2-Amino-pyrimidin-5-yl)-1-(1,3-dimethyl-1H-pyrazol-4-yl)-3-methyl-1,3-dihydro-imidazo[4,5-c]quinolin-2-one). Reaction SMILES: Br[C:2]1[CH:11]=[CH:10][C:9]2[N:8]=[CH:7][C:6]3[N:12]([CH3:23])[C:13](=[O:22])[N:14]([C:15]4[C:16]([CH3:21])=[N:17][N:18]([CH3:20])[CH:19]=4)[C:5]=3[C:4]=2[CH:3]=1.CC1(C)C(C)(C)OB([C:32]2[CH:33]=[N:34][C:35]([NH2:38])=[N:36][CH:37]=2)O1>>[NH2:38][C:35]1[N:36]=[CH:37][C:32]([C:2]2[CH:11]=[CH:10][C:9]3[N:8]=[CH:7][C:6]4[N:12]([CH3:23])[C:13](=[O:22])[N:14]([C:15]5[C:16]([CH3:21])=[N:17][N:18]([CH3:20])[CH:19]=5)[C:5]=4[C:4]=3[CH:3]=2)=[CH:33][N:34]=1. Procedure details: The title compound was synthesized in a similar manner as described for Example 1.1 using 8-bromo-1-(1,3-dimethyl-1H-pyrazol-4-yl)-3-methyl-1,3-dihydro-imidazo[4,5-c]quinolin-2-one (Intermediate A) and 5-(4,4,5,5-tetramethyl-[1,3,2]dioxaborolan-2-yl)-pyrimidin-2-ylamine (Combi-Blocks, San Diego, USA) to give the title compound as a white solid. (HPLC: tR 2.04 min (Method A); M+H=387 MS-ES; 1H-NMR (d6-DMSO, 400 MHz) 8.93 (s, 1H), 8.37 (s, 2H), 8.14-8.12 (m, 1H), 8.07-8.03 (m, 1H), 7.90-7.86 (m, 1... The reactants are ClC=1C=C(CN2C(C3=C(C(N4C(=C3CC2)C(N(CCCC4)C)=O)=O)OC)=O)C=CC1F (11-(3-chloro-4-fluorobenzyl)-9-methoxy-2-methyl-3,4,5,6,12,13-hexahydro-2H[1,4]diazocino[2,1-a]-2,6-naphthyridine-1,8,10(11H)-trione), [H][H] (hydrogen). The reagents and catalysts are [Pd] (palladium on charcoal). Run in C(C)O (ethanol). Product: FC1=CC=C(CN2C(C3=C(C(N4C(=C3CC2)C(N(CCCC4)C)=O)=O)OC)=O)C=C1 (11-(4-Fluorobenzyl)-9-methoxy-2-methyl-3,4,5,6,12,13-hexahydro-2H[1,4]diazocino[2,1-a]-2,6-naphthyridine-1,8,10(11H)-trione). Reaction SMILES: Cl[C:2]1[CH:3]=[C:4]([CH:28]=[CH:29][C:30]=1[F:31])[CH2:5][N:6]1[CH2:15][CH2:14][C:13]2[C:8](=[C:9]([O:25][CH3:26])[C:10](=[O:24])[N:11]3[CH2:21][CH2:20][CH2:19][CH2:18][N:17]([CH3:22])[C:16](=[O:23])[C:12]3=2)[C:7]1=[O:27].[H][H]>[Pd].C(O)C>[F:31][C:30]1[CH:2]=[CH:3][C:4]([CH2:5][N:6]2[CH2:15][CH2:14][C:13]3[C:8](=[C:9]([O:25][CH3:26])[C:10](=[O:24])[N:11]4[CH2:21][CH2:20][CH2:19][CH2:18][N:17]([CH3:22])[C:16](=[O:23])[C:12]4=3)[C:7]2=[O:27])=[CH:28][CH:29]=1. Procedure details: A mixture of 11-(3-chloro-4-fluorobenzyl)-9-methoxy-2-methyl-3,4,5,6,12,13-hexahydro-2H[1,4]diazocino[2,1-a]-2,6-naphthyridine-1,8,10(11H)-trione (52 mg, 0.12 mmol) and 10% palladium on charcoal (70 mg) in ethanol (6 mL) was stirred at room temperature under a balloon of hydrogen overnight. The reaction mixture was filtered and concentrated under vacuum. ES MS M+1=480 Reactants: C(C)OC(C(C)(C)OC1=C(C=CC(=C1)OCCC=1N=C(OC1C)C=1C=C(C=CC1)C1=CC=CC=C1)CCCC)=O (2-{5-[2-(2-biphenyl-3-yl-5-methyloxazol-4-yl)ethoxy]-2-butylphenoxy}-2-methylpropionic acid ethyl ester), C(C)OC(C(C)(C)OC1=C(C=CC(=C1)O)CCCC)=O (2-(2-butyl-5-hydroxyphenoxy)-2-methylpropionic acid ethyl ester), toluene-4-sulfonic acid 2-(5-methyl-2-bipheny-3-yl-loxazol-4-yl)ethyl ester, C([O-])([O-])=O.[K+].[K+] (potassium carbonate), [OH-].[Na+] (sodium hydoxide). The solvent is C(C)O (ethanol). Conditions: temperature 55 celsius. Yields the product C1(=CC(=CC=C1)C=1OC(=C(N1)CCOC=1C=CC(=C(OC(C(=O)O)(C)C)C1)CCCC)C)C1=CC=CC=C1 (2-{5-[2-(2-biphenyl-3-yl-5-methyloxazol-4-yl)ethoxy]-2-butylphenoxy}-2-methylpropionic acid). As a reaction SMILES: C(OC(=O)C(OC1C=C(O)C=CC=1CCCC)(C)C)C.C(=O)([O-])[O-].[K+].[K+].C([O:29][C:30](=[O:66])[C:31]([O:34][C:35]1[CH:40]=[C:39]([O:41][CH2:42][CH2:43][C:44]2[N:45]=[C:46]([C:50]3[CH:51]=[C:52]([C:56]4[CH:61]=[CH:60][CH:59]=[CH:58][CH:57]=4)[CH:53]=[CH:54][CH:55]=3)[O:47][C:48]=2[CH3:49])[CH:38]=[CH:37][C:36]=1[CH2:62][CH2:63][CH2:64][CH3:65])([CH3:33])[CH3:32])C.[OH-].[Na+]>C(O)C>[C:52]1([C:56]2[CH:57]=[CH:58][CH:59]=[CH:60][CH:61]=2)[CH:53]=[CH:54][CH:55]=[C:50]([C:46]2[O:47][C:48]([CH3:49])=[C:44]([CH2:43][CH2:42][O:41][C:39]3[CH:38]=[CH:37][C:36]([CH2:62][CH2:63][CH2:64][CH3:65])=[C:35]([CH:40]=3)[O:34][C:31]([CH3:32])([CH3:33])[C:30]([OH:66])=[O:29])[N:45]=2)[CH:51]=1 |f:1.2.3,5.6|. Procedure: To a 50 mL glass tube with screw cap and nitrogen inlet were charged 2-(2-butyl-5-hydroxyphenoxy)-2-methylpropionic acid ethyl ester, (0.050 g, 0.178 mmol) (see Example 41, Part B), toluene-4-sulfonic acid 2-(5-methyl-2-bipheny-3-yl-loxazol-4-yl)ethyl ester (0.187 mmol) (see Ex. 22, part B), and powdered potassium carbonate (0.050 g, 0.36 mmol) in 1 mL of absolute ethanol. The mixture was heated to reflux for 18 h. MS analysis of the reaction indicated that 2-{5-[2-(2-biphenyl-3-yl-5-methyloxazo... Reactants: N#CC(c1ccc(Cl)cc1)c1ccc(-n2ncc(=O)[nH]c2=O)cc1Cl, O, O=S(=O)(O)O. The product is NC(=O)C(c1ccc(Cl)cc1)c1ccc(-n2ncc(=O)[nH]c2=O)cc1Cl. As a reaction SMILES: [Cl:6][c:7]1[c:8]([CH:21]([C:22]#[N:23])[c:24]2[cH:25][cH:26][c:27]([Cl:30])[cH:28][cH:29]2)[cH:9][cH:10][c:11](-[n:13]2[n:14][cH:15][c:16](=[O:20])[nH:17][c:18]2=[O:19])[cH:12]1.[OH2:31].[S:1]([OH:2])(=[O:3])(=[O:4])[OH:5]>>[O:2]=[C:22]([CH:21]([c:8]1[c:7]([Cl:6])[cH:12][c:11](-[n:13]2[n:14][cH:15][c:16](=[O:20])[nH:17][c:18]2=[O:19])[cH:10][cH:9]1)[c:24]1[cH:25][cH:26][c:27]([Cl:30])[cH:28][cH:29]1)[NH2:23]. Reactants: CCCc1c(CCC(=O)OCC)cnn1Cc1ccc(OCc2nc(-c3ccccc3)oc2C)cc1, CCO, Cl, [Na+], C1CCOC1, [OH-]. Yields the product CCCc1c(CCC(=O)O)cnn1Cc1ccc(OCc2nc(-c3ccccc3)oc2C)cc1. As a reaction SMILES: [CH3:1][c:2]1[c:3]([CH2:13][O:14][c:15]2[cH:16][cH:17][c:18]([CH2:19][n:20]3[n:21][cH:22][c:23]([CH2:28][CH2:29][C:30](=[O:31])[O:32][CH2:33][CH3:34])[c:24]3[CH2:25][CH2:26][CH3:27])[cH:35][cH:36]2)[n:4][c:5](-[c:7]2[cH:8][cH:9][cH:10][cH:11][cH:12]2)[o:6]1.[CH3:39][CH2:40][OH:41].[ClH:42].[Na+:38].[O:43]1[CH2:44][CH2:45][CH2:46][CH2:47]1.[OH-:37]>>[CH3:1][c:2]1[c:3]([CH2:13][O:14][c:15]2[cH:16][cH:17][c:18]([CH2:19][n:20]3[n:21][cH:22][c:23]([CH2:28][CH2:29][C:30](=[O:31])[OH:32])[c:24]3[CH2:25][CH2:26][CH3:27])[cH:35][cH:36]2)[n:4][c:5](-[c:7]2[cH:8][cH:9][cH:10][cH:11][cH:12]2)[o:6]1. The reactants are CCO, O=C[O-], [NH4+], [OH-], [OH-], O=C(OCc1ccccc1)N1CCC(Cn2cnc(C(O)(c3ccccc3)c3ccccc3)n2)CC1, [Pd+2]. Product: OC(c1ccccc1)(c1ccccc1)c1ncn(CC2CCNCC2)n1. RXN SMILES: [CH3:41][CH2:42][OH:43].[CH:37]([O-:38])=[O:39].[NH4+:40].[OH-:44].[OH-:46].[OH:1][C:2]([c:3]1[n:4][n:5]([CH2:8][CH:9]2[CH2:10][CH2:11][N:12]([C:15]([O:16][CH2:17][c:18]3[cH:19][cH:20][cH:21][cH:22][cH:23]3)=[O:24])[CH2:13][CH2:14]2)[cH:6][n:7]1)([c:25]1[cH:26][cH:27][cH:28][cH:29][cH:30]1)[c:31]1[cH:32][cH:33][cH:34][cH:35][cH:36]1.[Pd+2:45]>>[OH:1][C:2]([c:3]1[n:4][n:5]([CH2:8][CH:9]2[CH2:10][CH2:11][NH:12][CH2:13][CH2:14]2)[cH:6][n:7]1)([c:25]1[cH:26][cH:27][cH:28][cH:29][cH:30]1)[c:31]1[cH:32][cH:33][cH:34][cH:35][cH:36]1.